Dataset: the Open Reaction Database (ORD), a public repository of structured organic reaction records. Task: describe an organic reaction: reactants, conditions, products, and yield Reactants: C(C1=CC=CC=C1)OC(=O)N1[C@H](C(=O)N2[C@@H](CCC2)C(CS(=O)(=O)C2=CC=CC=C2)O)CCC1 ((2S)-1-(N-Benzyloxycarbonyl-L-prolyl)-2-[1-hydroxy-2-(phenylsulfonyl)ethyl]pyrrolidine), CS(=O)C.C1CCC(CC1)N=C=NC2CCCCC2 (DMSO DCC). The product is C(C1=CC=CC=C1)OC(=O)N1[C@H](C(=O)N2[C@@H](CCC2)C(CS(=O)(=O)C2=CC=CC=C2)=O)CCC1 ((2S)-1-(N-benzyloxycarbonyl-L-prolyl)-2-[(phenylsulfonyl)acetyl]-pyrrolidine). Yield: 82.7%. Reaction SMILES: [CH2:1]([O:8][C:9]([N:11]1[CH2:34][CH2:33][CH2:32][C@H:12]1[C:13]([N:15]1[CH2:19][CH2:18][CH2:17][C@H:16]1[CH:20]([OH:31])[CH2:21][S:22]([C:25]1[CH:30]=[CH:29][CH:28]=[CH:27][CH:26]=1)(=[O:24])=[O:23])=[O:14])=[O:10])[C:2]1[CH:7]=[CH:6][CH:5]=[CH:4][CH:3]=1.CS(C)=O.C1CCC(N=C=NC2CCCCC2)CC1>>[CH2:1]([O:8][C:9]([N:11]1[CH2:34][CH2:33][CH2:32][C@H:12]1[C:13]([N:15]1[CH2:19][CH2:18][CH2:17][C@H:16]1[C:20](=[O:31])[CH2:21][S:22]([C:25]1[CH:26]=[CH:27][CH:28]=[CH:29][CH:30]=1)(=[O:24])=[O:23])=[O:14])=[O:10])[C:2]1[CH:7]=[CH:6][CH:5]=[CH:4][CH:3]=1 |f:1.2|. Procedure: (2S)-1-(N-Benzyloxycarbonyl-L-prolyl)-2-[1-hydroxy-2-(phenylsulfonyl)ethyl]pyrrolidine (500 mg) was subjected to DMSO-DCC oxidation as in Example 1-D) to give 412 mg of (2S)-1-(N-benzyloxycarbonyl-L-prolyl)-2-[(phenylsulfonyl)acetyl]-pyrrolidine (See Table 1).